Dataset: the Open Reaction Database (ORD), a public repository of structured organic reaction records. Task: describe an organic reaction: reactants, conditions, products, and yield The reactants are ClC1=C(C=NC2=CC=CC=C12)N (4-chloroquinolin-3-amine), ClCCCCC(=O)Cl (5-chlorovaleryl chloride), ClCCCCC(=O)Cl (5-chlorovaleryl chloride). Solvent: ClCCl (dichloromethane), ClCCCl (1,2-dichloroethane). Product: ClCCCCC(=O)NC=1C=NC2=CC=CC=C2C1Cl (5-chloro-N-(4-chloroquinolin-3-yl)pentanamide). The yield is 56.8%. RXN SMILES: [Cl:1][C:2]1[C:11]2[C:6](=[CH:7][CH:8]=[CH:9][CH:10]=2)[N:5]=[CH:4][C:3]=1[NH2:12].[Cl:13][CH2:14][CH2:15][CH2:16][CH2:17][C:18](Cl)=[O:19]>ClCCCl.ClCCl>[Cl:13][CH2:14][CH2:15][CH2:16][CH2:17][C:18]([NH:12][C:3]1[CH:4]=[N:5][C:6]2[C:11]([C:2]=1[Cl:1])=[CH:10][CH:9]=[CH:8][CH:7]=2)=[O:19]. Procedure: A solution of 4-chloroquinolin-3-amine (4.00 g, 22.39 mmol) and 5-chlorovaleryl chloride (1.30 mL, 33.6 mmol) dissolved in 150 mL of 1,2-dichloroethane was heated to reflux. After 2.8 days more 5-chlorovaleryl chloride (1.0 mL, 7.7 mmol) was added. After 16 hours more the reaction was cooled to room temperature, diluted with dichloromethane, washed with saturated aqueous K2CO3, H2O, and brine, dried over Na2SO4, and concentrated under reduced pressure to give 3.78 g of 5-chloro-N-(4-chloroquinol... Starting materials: N1(CCCC1)C1=NC=NC2=CC(=CC=C12)N1CCN(CC1)C(=O)OC(C)(C)C (tert-butyl 4-(4-(pyrrolidin-1-yl)quinazolin-7-yl)piperazine-1-carboxylate), Cl (hydrogen chloride). Run in CO (methanol). Conditions: time 15 hour. Yields the product Cl.Cl.N1(CCNCC1)C1=CC=C2C(=NC=NC2=C1)N1CCCC1 (7-(piperazin-1-yl)-4-(pyrrolidin-1-yl)quinazoline dihydrochloride). As a reaction SMILES: [N:1]1([C:6]2[C:15]3[C:10](=[CH:11][C:12]([N:16]4[CH2:21][CH2:20][N:19](C(OC(C)(C)C)=O)[CH2:18][CH2:17]4)=[CH:13][CH:14]=3)[N:9]=[CH:8][N:7]=2)[CH2:5][CH2:4][CH2:3][CH2:2]1.[ClH:29]>CO>[ClH:29].[ClH:29].[N:16]1([C:12]2[CH:11]=[C:10]3[C:15]([C:6]([N:1]4[CH2:5][CH2:4][CH2:3][CH2:2]4)=[N:7][CH:8]=[N:9]3)=[CH:14][CH:13]=2)[CH2:17][CH2:18][NH:19][CH2:20][CH2:21]1 |f:3.4.5|. Procedure details: tert-butyl 4-(4-(pyrrolidin-1-yl)quinazolin-7-yl)piperazine-1-carboxylate (B) (130 mg, 0.339 mmol) was dissolved at room temperature in methanol (2 ml), and then hydrogen chloride (2.71 ml, 3.39 mmol, 1.25 M solution in methanol) was added. The reaction mixture was refluxed for 1 h and then stirred for 15 h at room temperature. Concentration in vacuo was carried out, and the residue was taken up in a small amount of ethanol and heated. Diethyl ether was then added, the mixture was cooled in an i... The reactants are C1CCC(CC1)(CC(=O)O)CN (gabapentin), C(C=C)O (allyl alcohol), S(=O)(Cl)Cl (Thionyl chloride). The solvent is C(C)OCC (diethyl ether). Reaction conditions: temperature 0 celsius, time 16 hour. Yields the product Cl.NCC1(CCCCC1)CC(=O)OCC=C (Allyl 1-Aminomethyl-1-Cyclohexane Acetate Hydrochloride). The yield is 88.8%. Reaction SMILES: [CH2:1]1[CH2:6][CH2:5][C:4]([CH2:11][NH2:12])([CH2:7][C:8]([OH:10])=[O:9])[CH2:3][CH2:2]1.[CH2:13](O)[CH:14]=[CH2:15].S(Cl)([Cl:19])=O>C(OCC)C>[ClH:19].[NH2:12][CH2:11][C:4]1([CH2:7][C:8]([O:10][CH2:15][CH:14]=[CH2:13])=[O:9])[CH2:3][CH2:2][CH2:1][CH2:6][CH2:5]1 |f:4.5|. Procedure: A dry 500 mL, three-neck, round-bottomed flask was fitted with a magnetic stirring bar and a 100 mL pressure-equalizing addition funnel and flushed with nitrogen gas. The flask was charged with gabapentin (17.1 g, 0.1 mol) and allyl alcohol (100 mL, 1.46 mol) and the entire mixture was cooled to 0° C. in an ice-water bath. Thionyl chloride (22.5 mL, 36 g, 0.3 mol) was added drop-wise over a period of 30 min to the stirred solution, and the reaction mixture allowed to stir for 16 h at room temper...